Dataset: the Open Reaction Database (ORD), a public repository of structured organic reaction records. Task: describe an organic reaction: reactants, conditions, products, and yield Procedure details: These include commercial scale processes using thionyl chloride (SOCl2), phosphorous oxychloride (POCl3) or trifluoroacetic acid anhydride (TFAA) in solvents such as DMF and pyridine to convert the carboxamide to the corresponding nitrile (see Table 1). For instance, dehydration of cyanoacetamide with POCl3 in ethylene dichloride or benzene produces malonitrile in 70-80% yield (see, Surrey, et al., U.S. Pat. No. 2,389,217). However, the commercial dehydration of carboxamide substituents on nitro... Reaction SMILES: S(Cl)(Cl)=O.[P:5]([Cl:9])([Cl:8])([Cl:7])=[O:6].FC(F)(F)C(O[C:15](=[O:20])[C:16](F)(F)F)=O.C[N:24]([CH:26]=[O:27])C.[N:28]1C=CC=[CH:30][CH:29]=1>C(Cl)CCl.C1C=CC=CC=1>[C:29]([CH2:30][C:26]([NH2:24])=[O:27])#[N:28].[O:6]=[P:5]([Cl:9])([Cl:8])[Cl:7].[C:16](#[N:24])[CH:15]([CH2:30][C:29]#[N:28])[OH:20]. Run in C(CCl)Cl (ethylene dichloride), C1=CC=CC=C1 (benzene). The reactants are P(=O)(Cl)(Cl)Cl (phosphorous oxychloride), FC(C(=O)OC(C(F)(F)F)=O)(F)F (trifluoroacetic acid anhydride), nitrile, N1=CC=CC=C1 (pyridine), carboxamide, S(=O)(Cl)Cl (thionyl chloride), CN(C)C=O (DMF). Product: C(#N)CC(=O)N (cyanoacetamide), O=P(Cl)(Cl)Cl (POCl3), C(C(O)CC#N)#N (malonitrile). Reactants: ClC1=CC=C(C=N1)O (6-Chloro-3-pyridinol), Cl (hydrochloric acid), C([O-])([O-])=O.[Na+].[Na+] (sodium carbonate), II (iodine). Run in O (water). Reaction conditions: time 72 hour. Product: ClC1=CC=C(C(=N1)I)O (6-Chloro-2-iodo-3-pyridinol), solid. Reaction SMILES: [Cl:1][C:2]1[N:7]=[CH:6][C:5]([OH:8])=[CH:4][CH:3]=1.C(=O)([O-])[O-].[Na+].[Na+].[I:15]I.Cl>O>[Cl:1][C:2]1[N:7]=[C:6]([I:15])[C:5]([OH:8])=[CH:4][CH:3]=1 |f:1.2.3|. Procedure details: 6-Chloro-3-pyridinol (2.0 g, 15.44 mmol) was stirred in water (40 ml) containing sodium carbonate (3.43 g, 32.36 mmol) and iodine (3.92 g, 15.44 mmol) was added. The mixture was stirred at room temperature for 72 hours. The pH was adjusted to pH8 with 1M hydrochloric acid solution and the mixture extracted with ethyl acetate (×2). The combined organic extracts were washed with brine and dried (MgSO4). The aqueous layer was acidified to pH5 with 1M hydrochloric acid solution and extracted with et... Reactants: NCC(=O)N1CC2=CC=CC=C2C(C1)OC (N-glycyl-4-methoxy-1,2,3,4-tetrahydroisoquinoline), solution. The solvent is C1CCOC1 (THF), C1CCOC1 (THF). Run at temperature 55 celsius. Yields the product NCCN1CC2=CC=CC=C2C(C1)OC (N-(2-Aminoethyl)-4-methoxy-1,2,3,4-tetrahydroisoquinoline). Isolated yield 28.0%. Reaction SMILES: [NH2:1][CH2:2][C:3]([N:5]1[CH2:14][CH:13]([O:15][CH3:16])[C:12]2[C:7](=[CH:8][CH:9]=[CH:10][CH:11]=2)[CH2:6]1)=O>C1COCC1>[NH2:1][CH2:2][CH2:3][N:5]1[CH2:14][CH:13]([O:15][CH3:16])[C:12]2[C:7](=[CH:8][CH:9]=[CH:10][CH:11]=2)[CH2:6]1. Procedure details: A solution of N-glycyl-4-methoxy-1,2,3,4-tetrahydroisoquinoline in 25 mL of THF was cooled in an ice bath and 10 M solution of borane-methyl sulfide complex in THF (3.85 mL) was added dropwise. The resulting mixture was warmed to 55° C. and then to reflux for 4 hours. Excess borane was destroyed by addition of 6N HCl. The resulting mixture was heated to 100° C. for 1 hour. The resulting solution was first extracted with EtOAc and then with 10% iPrOH—CH2Cl2. The iPrOH—CH2Cl2 extract gave 880 mg (... Reactants: BrC1=CSC=2CN(C[C@@H](OC21)C)C(=O)OC(C)(C)C (tert-butyl (2S)-8-bromo-2-methyl-2,3-dihydrothieno[2,3-f][1,4]oxazepine-4(5H)-carboxylate), FC=1C=C(C=CC1)B(O)O ((3-fluorophenyl)boronic acid), C([O-])([O-])=O.[K+].[K+] (potassium carbonate), O (water). The reagents and catalysts are Cl[Pd]([P](C1=CC=CC=C1)(C2=CC=CC=C2)C3=CC=CC=C3)([P](C4=CC=CC=C4)(C5=CC=CC=C5)C6=CC=CC=C6)Cl (dichlorobis(triphenylphosphine)palladium). Solvent: COCCOC.O (DME water). Yields the product FC=1C=C(C=CC1)C1=CSC=2CN(C[C@@H](OC21)C)C(=O)OC(C)(C)C (tert-butyl (2S)-8-(3-fluorophenyl)-2-methyl-2,3-dihydrothieno[2,3-f][1,4] oxazepine-4(5H)-carboxylate). The yield is 94.9%. Reaction SMILES: Br[C:2]1[C:11]2[O:10][C@@H:9]([CH3:12])[CH2:8][N:7]([C:13]([O:15][C:16]([CH3:19])([CH3:18])[CH3:17])=[O:14])[CH2:6][C:5]=2[S:4][CH:3]=1.[F:20][C:21]1[CH:22]=[C:23](B(O)O)[CH:24]=[CH:25][CH:26]=1.C(=O)([O-])[O-].[K+].[K+].O>COCCOC.O.Cl[Pd](Cl)([P](C1C=CC=CC=1)(C1C=CC=CC=1)C1C=CC=CC=1)[P](C1C=CC=CC=1)(C1C=CC=CC=1)C1C=CC=CC=1>[F:20][C:21]1[CH:26]=[C:25]([C:2]2[C:11]3[O:10][C@@H:9]([CH3:12])[CH2:8][N:7]([C:13]([O:15][C:16]([CH3:19])([CH3:18])[CH3:17])=[O:14])[CH2:6][C:5]=3[S:4][CH:3]=2)[CH:24]=[CH:23][CH:22]=1 |f:2.3.4,6.7,^1:46,65|. Procedure details: A mixed solution of tert-butyl (2S)-8-bromo-2-methyl-2,3-dihydrothieno[2,3-f][1,4]oxazepine-4(5H)-carboxylate (434 mg), (3-fluorophenyl)boronic acid (227 mg), dichlorobis(triphenylphosphine)palladium (44 mg) and potassium carbonate (518 mg) in DME-water (1:1, 12 mL) was stirred at 85° C. for 2 hr under a nitrogen stream. The reaction solution was cooled to room temperature, water was added, and the mixture was extracted with ethyl acetate. The extract was washed with water and saturated brine, a... Reactants: [C@@H]1([C@H](O)[C@H](O)[C@@H](C(O)C(=O)O)O1)N1C=NC=2C(N)=NC=NC12 (adenosine-5'-carboxylic acid). Run in C(CCC)O (n-butanol). Product: C(CCC)OC(=O)C([C@@H]1[C@H]([C@H]([C@@H](O1)N1C=NC=2C(N)=NC=NC12)O)O)O (adenosine-5'-carboxylic acid n-butyl ester). The yield is 54.0%. RXN SMILES: [C@@H:1]1([N:13]2[C:22]3[N:21]=[CH:20][N:19]=[C:17]([NH2:18])[C:16]=3[N:15]=[CH:14]2)[O:12][C@H:6]([CH:7]([C:9]([OH:11])=[O:10])[OH:8])[C@@H:4]([OH:5])[C@H:2]1[OH:3]>C(O)CCC>[CH2:1]([O:10][C:9]([CH:7]([OH:8])[C@H:6]1[O:12][C@@H:1]([N:13]2[C:22]3[N:21]=[CH:20][N:19]=[C:17]([NH2:18])[C:16]=3[N:15]=[CH:14]2)[C@H:2]([OH:3])[C@@H:4]1[OH:5])=[O:11])[CH2:2][CH2:4][CH3:6]. Reported procedure: In an analogous manner, by the reaction of free adenosine-5'-carboxylic acid with ethanol, there is obtained adenosine-5'-carboxylic acid ethyl ester in a yield of 78% of theory (m.p. 204°-205° C.) and by the reaction of free adenosine-5'-carboxylic acid with n-butanol, there is obtained adenosine-5'-carboxylic acid n-butyl ester in a yield of 54% of theory (m.p. 167° C.). Reactants: N1C(CC2=CC=CC=C12)=O (1,3-Dihydro-indol-2-one), [N+](=O)(O)[O-] (nitric acid). The solvent is S(O)(O)(=O)=O (sulfuric acid). Product: [N+](=O)([O-])C1=CC2=CC(N=C2C=C1)=O (5-nitro-indol-2-one). Isolated yield 92.4%. RXN SMILES: [NH:1]1[C:9]2[C:4](=[CH:5][CH:6]=[CH:7][CH:8]=2)[CH2:3][C:2]1=[O:10].[N+:11]([O-])([OH:13])=[O:12]>S(=O)(=O)(O)O>[N+:11]([C:6]1[CH:7]=[CH:8][C:9]2[C:4](=[CH:3][C:2](=[O:10])[N:1]=2)[CH:5]=1)([O-:13])=[O:12]. Procedure: 1,3-Dihydro-indol-2-one 30a (20.0 g, 150 mmol) was dissolved in sulfuric acid (100 ml, 98%) in an ice-water bath under stirring, and added dropwise with nitric acid (10 ml, 65%-68%) while maintaining the temperature below 0° C. Upon completion of the addition, the mixture was stirred for 1 hour at 0° C. After thin lay chromatography showed the disappearance of starting materials, the reaction mixture was added with ice and filtered after ice-out. The filter cake was washed with water (20 ml×3), ... The reactants are NC=1C=C(CC2=NNC(C3=CC=CC=C23)=O)C=CC1F (4-(3-amino-4-fluorobenzyl)-2H-phthalazin-1-one), C(C=CCCCCC)C1C(OC(C1)=O)=O (3-oct-2-enyldihydrofuran-2,5-dione). Run in C1(=CC=CC=C1)C (toluene). Product: FC1=C(C=C(C=C1)CC1=NNC(C2=CC=CC=C12)=O)NC(=O)CC(C(=O)O)CC=CCCCCC (2-{[2-fluoro-5-(4-oxo-3,4-dihydrophthalazin-1-ylmethyl)phenylcarbamoyl]methyl}dec-4-enoic acid). RXN SMILES: [NH2:1][C:2]1[CH:3]=[C:4]([CH:17]=[CH:18][C:19]=1[F:20])[CH2:5][C:6]1[C:15]2[C:10](=[CH:11][CH:12]=[CH:13][CH:14]=2)[C:9](=[O:16])[NH:8][N:7]=1.[CH2:21]([CH:29]1[CH2:33][C:32](=[O:34])[O:31][C:30]1=[O:35])[CH:22]=[CH:23][CH2:24][CH2:25][CH2:26][CH2:27][CH3:28]>C1(C)C=CC=CC=1>[F:20][C:19]1[CH:18]=[CH:17][C:4]([CH2:5][C:6]2[C:15]3[C:10](=[CH:11][CH:12]=[CH:13][CH:14]=3)[C:9](=[O:16])[NH:8][N:7]=2)=[CH:3][C:2]=1[NH:1][C:32]([CH2:33][CH:29]([CH2:21][CH:22]=[CH:23][CH2:24][CH2:25][CH2:26][CH2:27][CH3:28])[C:30]([OH:35])=[O:31])=[O:34]. Reported procedure: A stirred mixture of 4-(3-amino-4-fluorobenzyl)-2H-phthalazin-1-one (0.1 g, 0.37 mmol; prepared in a manner similar to that described in Example 23), 3-oct-2-enyldihydrofuran-2,5-dione (0.078 g, 0.37 mmol) and toluene (10 ml) was heated under reflux for 20 hours, then the solvent was removed in vacuo to give crude 2-{[2-fluoro-5-(4-oxo-3,4-dihydrophthalazin-1-ylmethyl)phenylcarbamoyl]methyl}dec-4-enoic acid (0.133 g) as an oil which was used without further purification. Starting materials: C(C)SC1=CC=C2C=CC(=NC2=C1)C1=NN=C2N1C=C(C=C2)[C@H](C(F)(F)F)N2C[C@H](CC2)NC(OC(C)(C)C)=O (tert-Butyl (S)-1-((R)-1-(3-(7-(ethylthio)quinolin-2-yl)-[1,2,4]triazolo[4,3-a]pyridin-6-yl)-2,2,2-trifluoroethyl)pyrrolidin-3-ylcarbamate). Solvent: C(=O)(C(F)(F)F)O (TFA). Yields the product C(C)SC1=CC=C2C=CC(=NC2=C1)C1=NN=C2N1C=C(C=C2)[C@H](C(F)(F)F)N2C[C@H](CC2)N ((S)-1-((R)-1-(3-(7-(ethylthio)quinolin-2-yl)-[1,2,4]triazolo[4,3-a]pyridin-6-yl)-2,2,2-trifluoroethyl)pyrrolidin-3-amine). Isolated yield 69.7%. RXN SMILES: [CH2:1]([S:3][C:4]1[CH:13]=[C:12]2[C:7]([CH:8]=[CH:9][C:10]([C:14]3[N:18]4[CH:19]=[C:20]([C@@H:23]([N:28]5[CH2:32][CH2:31][C@H:30]([NH:33]C(=O)OC(C)(C)C)[CH2:29]5)[C:24]([F:27])([F:26])[F:25])[CH:21]=[CH:22][C:17]4=[N:16][N:15]=3)=[N:11]2)=[CH:6][CH:5]=1)[CH3:2]>C(O)(C(F)(F)F)=O>[CH2:1]([S:3][C:4]1[CH:13]=[C:12]2[C:7]([CH:8]=[CH:9][C:10]([C:14]3[N:18]4[CH:19]=[C:20]([C@@H:23]([N:28]5[CH2:32][CH2:31][C@H:30]([NH2:33])[CH2:29]5)[C:24]([F:26])([F:25])[F:27])[CH:21]=[CH:22][C:17]4=[N:16][N:15]=3)=[N:11]2)=[CH:6][CH:5]=1)[CH3:2]. Reported procedure: tert-Butyl (S)-1-((R)-1-(3-(7-(ethylthio)quinolin-2-yl)-[1,2,4]triazolo[4,3-a]pyridin-6-yl)-2,2,2-trifluoroethyl)pyrrolidin-3-ylcarbamate (95 mg, 0.17 mmol) was stirred in TFA for 30 minutes. The reaction was concentrated to dryness, then diluted in 1 mL of methanol and added dropwise into 4N HCl in ether. The resulting precipitate was filtered and dried under vacuum to yield (S)-1-((R)-1-(3-(7-(ethylthio)quinolin-2-yl)-[1,2,4]triazolo[4,3-a]pyridin-6-yl)-2,2,2-trifluoroethyl)pyrrolidin-3-amine ...